Task: describe an organic reaction: reactants, conditions, products, and yield. Dataset: the Open Reaction Database (ORD), a public repository of structured organic reaction records Starting materials: O, c1(c(ncc(c1)I)N)O[C@H](C)c1c(C(N(Cc2n(nc(c2)C(C)(C)C)C)C)=O)nccc1. Reagents/catalysts: c1ccc(cc1)-c2c3ccccc3cc4ccccc24 (9-Phenylanthracene), CC(=O)[O-].[K+] (KOAc), P([C@]12C[C@@H]3C[C@H](C2)C[C@@H](C1)C3)([C@]12C[C@@H]3C[C@@H](C2)C[C@@H](C1)C3)CCCC (cataCXium A), C(O[Pd]OC(C)=O)(C)=O (Pd(OAc)2). Run in CCC(C)(C)O (t-AmOH). Reaction conditions: time nan hour. The product is CC1Oc2cc(cnc2N)c3c(CN(C)C(=O)c4ncccc14)n(C)nc3C(C)(C)C. RXN SMILES: [CH3:1][CH:2]([c:11]1[c:16]([C:17]([N:19]([CH2:21][c:22]2[n:26]([CH3:27])[n:25][c:24]([C:28]([CH3:31])([CH3:30])[CH3:29])[cH:23]2)[CH3:20])=[O:18])[n:15][cH:14][cH:13][cH:12]1)[O:3][c:4]3[c:9]([NH2:10])[n:8][cH:7][c:6](I)[cH:5]3.O>>[CH3:1][CH:2]1[c:11]([c:16]2[C:17](=[O:18])[N:19]([CH3:20])[CH2:21][c:22]3[c:23]([c:24]([C:28]([CH3:31])([CH3:30])[CH3:29])[n:25][n:26]3[CH3:27])[c:6]4[cH:5][c:4]([c:9]([NH2:10])[n:8][cH:7]4)[O:3]1)[cH:12][cH:13][cH:14][n:15]2. Starting materials: CCO, O=[N+]([O-])c1ccccc1C(O)C(F)(F)F, [H][H]. Product: Nc1ccccc1C(O)C(F)(F)F. RXN SMILES: [CH3:18][CH2:19][OH:20].[F:1][C:2]([CH:3]([c:4]1[c:5]([N+:10]([O-:11])=[O:12])[cH:6][cH:7][cH:8][cH:9]1)[OH:13])([F:14])[F:15].[H:16][H:17]>>[F:1][C:2]([CH:3]([c:4]1[c:5]([NH2:10])[cH:6][cH:7][cH:8][cH:9]1)[OH:13])([F:14])[F:15]. Starting materials: NC1=NC=CC(=C1)COC1=CC=C(C2=CC=CC=C12)[N+](=O)[O-] (2-Amino-4-[(4-nitronaphthalen-1-yloxy)methyl]pyridine). The reagents and catalysts are [Pt] (Pt/C). Solvent: CO (methanol), C(C)(=O)O (acetic acid). Product: NC1=NC=CC(=C1)COC1=CC=C(C2=CC=CC=C12)N (2-Amino-4-[(4-aminonaphthalen-1-yloxy)methyl]pyridine). Isolated yield 94.5%. As a reaction SMILES: [NH2:1][C:2]1[CH:7]=[C:6]([CH2:8][O:9][C:10]2[C:19]3[C:14](=[CH:15][CH:16]=[CH:17][CH:18]=3)[C:13]([N+:20]([O-])=O)=[CH:12][CH:11]=2)[CH:5]=[CH:4][N:3]=1>CO.C(O)(=O)C.[Pt]>[NH2:1][C:2]1[CH:7]=[C:6]([CH2:8][O:9][C:10]2[C:19]3[C:14](=[CH:15][CH:16]=[CH:17][CH:18]=3)[C:13]([NH2:20])=[CH:12][CH:11]=2)[CH:5]=[CH:4][N:3]=1. Procedure details: A solution of 2-Amino-4-[(4-nitronaphthalen-1-yloxy)methyl]pyridine (3) (4.50 g, 15.24 mmol) in methanol (200 mL) and glacial acetic acid (200 mL) was passed through a Thales ‘H-cube’ flow reactor (2 mL min−1, 40° C., 55 mm 10% Pt/C Cat-Cart®, full H2) and the volatiles were then removed in vacuo. The crude product was subjected to SCX capture and release eluting with 1% ammonia in MeOH solution and the solvent was removed in vacuo to give 2-amino-4-[(4-aminonaphthalen-1-yloxy)methyl]pyridine (4...